Dataset: the Open Reaction Database (ORD), a public repository of structured organic reaction records. Task: describe an organic reaction: reactants, conditions, products, and yield The reactants are O=C(OO)c1cccc(Cl)c1, c1nc(CSc2nc3cscc3[nH]2)cc(N2CCOCC2)n1. Yields the product O=S(Cc1cc(N2CCOCC2)ncn1)c1nc2cscc2[nH]1. As a reaction SMILES: [Cl:23][c:24]1[cH:25][cH:26][cH:27][c:28]([C:29]([O:30][OH:32])=[O:31])[cH:33]1.[O:1]1[CH2:2][CH2:3][N:4]([c:7]2[cH:8][c:9]([CH2:13][S:14][c:15]3[n:16][c:17]4[c:18]([nH:19]3)[cH:20][s:21][cH:22]4)[n:10][cH:11][n:12]2)[CH2:5][CH2:6]1>>[O:1]1[CH2:2][CH2:3][N:4]([c:7]2[cH:8][c:9]([CH2:13][S:14]([c:15]3[nH:16][c:17]4[c:18]([n:19]3)[cH:20][s:21][cH:22]4)=[O:31])[n:10][cH:11][n:12]2)[CH2:5][CH2:6]1. The reactants are C([O-])([O-])=O.[Na+].[Na+] (sodium carbonate), Cl.ON (hydroxyamine hydrochloride), O (water), compound, Cl.C(N)(=N)[C@@H]1CC[C@H](CC1)CNC([C@H]1N(CCC1)C([C@@H](CC(C)(C)C)NC(=O)OCC)=O)=O (Trans-4-amidino-[(S)-N-[(R)-2-ethoxycarbonylamino-4,4-dimethylpentanoyl]prolyl]aminomethylcyclohexane hydrochloride). The solvent is C(C)O (ethanol). Yields the product C(C)(C)(C)OC(=O)NC1[C@H](CCCC1)CC(=O)N1[C@H](C(=O)NCC2=CC=C(C(N)=NO)C=C2)CCC1 (4-[(S)-N-[(R)-2-t-butyloxycarbonylamino-cyclohexylacetyl]prolyl]aminomethyl-benzamidoxime). The yield is 84.0%. As a reaction SMILES: Cl.[C:2]([C@H:5]1[CH2:10][CH2:9][C@H:8]([CH2:11][NH:12][C:13](=[O:33])[C@@H:14]2[CH2:18][CH2:17][CH2:16][N:15]2[C:19](=[O:32])[C@H:20](NC(OCC)=O)[CH2:21][C:22](C)(C)[CH3:23])[CH2:7][CH2:6]1)(=[NH:4])[NH2:3].[C:34](=[O:37])([O-])[O-:35].[Na+].[Na+].Cl.ON.[OH2:43]>C(O)C>[C:8]([O:35][C:34]([NH:3][CH:2]1[CH2:5][CH2:6][CH2:23][CH2:22][C@@H:21]1[CH2:20][C:19]([N:15]1[CH2:16][CH2:17][CH2:18][C@H:14]1[C:13]([NH:12][CH2:11][C:8]1[CH:7]=[CH:6][C:5]([C:2](=[N:4][OH:43])[NH2:3])=[CH:10][CH:9]=1)=[O:33])=[O:32])=[O:37])([CH3:11])([CH3:9])[CH3:7] |f:0.1,2.3.4,5.6|. Procedure: To a solution of the compound (0.94 g, 2 mmol) obtained in the item (c) of Example 1 in ethanol (15 ml), a solution of sodium carbonate (0.17 g, 1.6 mmol) in water (3 ml) and hydroxyamine hydrochloride (0.22 g, 3.2 mmol) are added. After the reaction mixture is heated at reflux for 8 hours, thesolvent is evaporated and the resulting residue is purified with silica gelcolumn chromatography (chloroform-methanol) to give 0.84 g of the titled compound (84%). As a reaction SMILES: [Si]([O:8][CH2:9][C:10]1[CH:11]=[C:12]2[C:17](=[N:18][C:19]=1[CH:20](OC)[O:21]C)[N:16]([C:25]([NH:27][C:28]1[CH:33]=[C:32]([NH:34][CH2:35][CH2:36][O:37][CH3:38])[C:31]([C:39]#[N:40])=[CH:30][N:29]=1)=[O:26])[CH2:15][CH2:14][CH2:13]2)(C(C)(C)C)(C)C.O.Cl>C1COCC1>[C:39]([C:31]1[C:32]([NH:34][CH2:35][CH2:36][O:37][CH3:38])=[CH:33][C:28]([NH:27][C:25]([N:16]2[C:17]3[C:12](=[CH:11][C:10]([CH2:9][OH:8])=[C:19]([CH:20]=[O:21])[N:18]=3)[CH2:13][CH2:14][CH2:15]2)=[O:26])=[N:29][CH:30]=1)#[N:40]. The solvent is C1CCOC1 (THF). Reported procedure: A solution of 6-(((tert-butyldimethylsilyl)oxy)methyl)-N-(5-cyano-4-((2-methoxyethyl)amino)pyridin-2-yl)-7-(dimethoxymethyl)-3,4-dihydro-1,8-naphthyridine-1(2H)-carboxamide (intermediate 74, 3.10 g, 5.43 mmol) in THF (40 ml) was treated with H2O (30 ml) followed by dropwise addition of conc. HCl (10 ml) and stirred for 40 min. The reaction mixture was quenched by addition of sat. aq. NaHCO3 (gas evolution) and then extracted with DCM (3×). The combined organic layers were washed with brine, drie... Reaction conditions: time 40 minute. Reactants: Cl (HCl), heptanes, [Si](C)(C)(C(C)(C)C)OCC=1C=C2CCCN(C2=NC1C(OC)OC)C(=O)NC1=NC=C(C(=C1)NCCOC)C#N (6-(((tert-butyldimethylsilyl)oxy)methyl)-N-(5-cyano-4-((2-methoxyethyl)amino)pyridin-2-yl)-7-(dimethoxymethyl)-3,4-dihydro-1,8-naphthyridine-1(2H)-carboxamide), [Si](C)(C)(C(C)(C)C)OCC=1C=C2CCCN(C2=NC1C(OC)OC)C(=O)NC1=NC=C(C(=C1)NCCOC)C#N (6-(((tert-butyldimethylsilyl)oxy)methyl)-N-(5-cyano-4-((2-methoxyethyl)amino)pyridin-2-yl)-7-(dimethoxymethyl)-3,4-dihydro-1,8-naphthyridine-1(2H)-carboxamide), O (H2O). Product: C(#N)C=1C(=CC(=NC1)NC(=O)N1CCCC2=CC(=C(N=C12)C=O)CO)NCCOC (N-(5-cyano-4-((2-methoxyethyl)amino)pyridin-2-yl)-7-formyl-6-(hydroxymethyl)-3,4-dihydro-1,8-naphthyridine-1(2H)-carboxamide). Starting materials: ClCC=O (chloroacetaldehyde), Cl.ClC(=CCON)Cl (O-(3,3-dichloro-2-propenyl)hydroxylamine hydrochloride). Product: ClC(=CCON=CCCl)Cl (chloroacetaldehyde O-(3,3-dichloro-2-propenyl)oxime). Yield: 58.2%. Reaction SMILES: [Cl:1][CH2:2][CH:3]=O.Cl.[Cl:6][C:7]([Cl:12])=[CH:8][CH2:9][O:10][NH2:11]>>[Cl:6][C:7]([Cl:12])=[CH:8][CH2:9][O:10][N:11]=[CH:3][CH2:2][Cl:1] |f:1.2|. Procedure: To 2.94 g of 40% aqueous chloroacetaldehyde solution was added 2.94 g of O-(3,3-dichloro-2-propenyl)hydroxylamine hydrochloride with stirring at room temperature. After stirring at room temperature for 2 hours, the reaction mixture was extracted twice with diethyl ether. The diethyl ether layers were combined, washed with water, dried over anhydrous magnesium sulfate, and concentrated, which afforded 1.94 g (yield, 96%) of chloroacetaldehyde O-(3,3-dichloro-2-propenyl)oxime, nD23.2 1.5038. Starting materials: O=C(Oc1ccc2cc(O)ccc2c1)c1ccccc1, CC(=O)O, O, O=[N+]([O-])O. Product: O=C(Oc1ccc2c([N+](=O)[O-])c(O)ccc2c1)c1ccccc1. RXN SMILES: [C:1]([c:2]1[cH:3][cH:4][cH:5][cH:6][cH:7]1)(=[O:8])[O:9][c:10]1[cH:11][c:12]2[cH:13][cH:14][c:15]([OH:20])[cH:16][c:17]2[cH:18][cH:19]1.[CH3:26][C:27](=[O:28])[OH:29].[OH2:25].[OH:21][N+:22]([O-:23])=[O:24]>>[C:1]([c:2]1[cH:3][cH:4][cH:5][cH:6][cH:7]1)(=[O:8])[O:9][c:10]1[cH:11][c:12]2[cH:13][cH:14][c:15]([OH:20])[c:16]([N+:22](=[O:21])[O-:23])[c:17]2[cH:18][cH:19]1.